Dataset: the Open Reaction Database (ORD), a public repository of structured organic reaction records. Task: describe an organic reaction: reactants, conditions, products, and yield The reactants are ClC1=NC2=CC=C(C=C2C(=C1OC1=CC=C(C=C1)F)Cl)C(O)(C=1C=NC(=CC1)C(F)(F)F)C1=CN=CN1C ((2,4-dichloro-3-(4-fluorophenoxy)quinolin-6-yl)(1-methyl-1H-imidazol-5-yl)(6-(trifluoromethyl)pyridin-3-yl)methanol), [O-]CC.[Na+] (sodium ethoxide). Product: ClC1=C(C(=NC2=CC=C(C=C12)C(O)(C=1C=NC(=CC1)C(F)(F)F)C1=CN=CN1C)OCC)OC1=CC=C(C=C1)F ((4-Chloro-2-ethoxy-3-(4-fluorophenoxy)quinolin-6-yl)(1-methyl-1H-imidazol-5-yl)(6-(trifluoromethyl)pyridin-3-yl)methanol). RXN SMILES: Cl[C:2]1[C:11]([O:12][C:13]2[CH:18]=[CH:17][C:16]([F:19])=[CH:15][CH:14]=2)=[C:10]([Cl:20])[C:9]2[C:4](=[CH:5][CH:6]=[C:7]([C:21]([C:33]3[N:37]([CH3:38])[CH:36]=[N:35][CH:34]=3)([C:23]3[CH:24]=[N:25][C:26]([C:29]([F:32])([F:31])[F:30])=[CH:27][CH:28]=3)[OH:22])[CH:8]=2)[N:3]=1.[O-:39][CH2:40][CH3:41].[Na+]>>[Cl:20][C:10]1[C:9]2[C:4](=[CH:5][CH:6]=[C:7]([C:21]([C:33]3[N:37]([CH3:38])[CH:36]=[N:35][CH:34]=3)([C:23]3[CH:24]=[N:25][C:26]([C:29]([F:30])([F:31])[F:32])=[CH:27][CH:28]=3)[OH:22])[CH:8]=2)[N:3]=[C:2]([O:39][CH2:40][CH3:41])[C:11]=1[O:12][C:13]1[CH:18]=[CH:17][C:16]([F:19])=[CH:15][CH:14]=1 |f:1.2|. Procedure: The title compound was prepared using (2,4-dichloro-3-(4-fluorophenoxy)quinolin-6-yl)(1-methyl-1H-imidazol-5-yl)(6-(trifluoromethyl)pyridin-3-yl)methanol (Example 11) in place of (4-chlorophenyl)(2,4-dichloro-3-phenoxyquinolin-6-yl)(1-methyl-1H-imidazol-5-yl)methanol (Example 1) according to the procedure of Example 2a except only one equivalent of sodium ethoxide was used. 1H NMR (400 MHz, MeOH-d4) δ 8.78 (d, J=1.96 Hz, 1H), 8.14 (d, J=1.96 Hz, 1H), 8.02 (dd, J=2.20, 8.31 Hz, 1H), 7.88 (d, J=8.... Starting materials: CCc1cn(C2CC(O)C(COC(c3ccccc3)(c3ccccc3)c3ccccc3)O2)c(=O)[nH]c1=O, CS(=O)(=O)Cl, c1ccncc1. The product is CCc1cn(C2CC(OS(C)(=O)=O)C(COC(c3ccccc3)(c3ccccc3)c3ccccc3)O2)c(=O)[nH]c1=O. RXN SMILES: [CH2:1]([CH3:2])[c:3]1[c:4](=[O:37])[nH:5][c:6](=[O:36])[n:7]([CH:8]2[CH2:9][CH:10]([OH:11])[CH:12]([CH2:13][O:14][C:15]([c:16]3[cH:17][cH:18][cH:19][cH:20][cH:21]3)([c:22]3[cH:23][cH:24][cH:25][cH:26][cH:27]3)[c:28]3[cH:29][cH:30][cH:31][cH:32][cH:33]3)[O:34]2)[cH:35]1.[CH3:38][S:39]([Cl:40])(=[O:41])=[O:42].[cH:43]1[cH:44][cH:45][n:46][cH:47][cH:48]1>>[CH2:1]([CH3:2])[c:3]1[c:4](=[O:37])[nH:5][c:6](=[O:36])[n:7]([CH:8]2[CH2:9][CH:10]([O:11][S:39]([CH3:38])(=[O:41])=[O:42])[CH:12]([CH2:13][O:14][C:15]([c:16]3[cH:17][cH:18][cH:19][cH:20][cH:21]3)([c:22]3[cH:23][cH:24][cH:25][cH:26][cH:27]3)[c:28]3[cH:29][cH:30][cH:31][cH:32][cH:33]3)[O:34]2)[cH:35]1. Starting materials: NCCCCN1C(=NC=2C(=NC=3C=CC=CC3C21)N)CC (1-(4-aminobutyl)-2-ethyl-1H-imidazo[4,5-c]quinolin-4-amine), C(C(C)C)(=O)Cl (isobutyryl chloride). Product: NC1=NC=2C=CC=CC2C2=C1N=C(N2CCCCNC(C(C)C)=O)CC (N-[4-(4-amino-2-ethyl-1H-imidazo[4,5-c]quinolin-1-yl)butyl]-2-methylpropanamide). The yield is 27.5%. RXN SMILES: [NH2:1][CH2:2][CH2:3][CH2:4][CH2:5][N:6]1[C:18]2[C:17]3[CH:16]=[CH:15][CH:14]=[CH:13][C:12]=3[N:11]=[C:10]([NH2:19])[C:9]=2[N:8]=[C:7]1[CH2:20][CH3:21].[C:22](Cl)(=[O:26])[CH:23]([CH3:25])[CH3:24]>>[NH2:19][C:10]1[C:9]2[N:8]=[C:7]([CH2:20][CH3:21])[N:6]([CH2:5][CH2:4][CH2:3][CH2:2][NH:1][C:22](=[O:26])[CH:23]([CH3:25])[CH3:24])[C:18]=2[C:17]2[CH:16]=[CH:15][CH:14]=[CH:13][C:12]=2[N:11]=1. Reported procedure: Using the general method of Example 197, 1-(4-aminobutyl)-2-ethyl-1H-imidazo[4,5-c]quinolin-4-amine (1.00 g, 3.5 mmol) was reacted with isobutyryl chloride (0.41 mL, 3.9 mmol) to provide 0.34 g of N-[4-(4-amino-2-ethyl-1H-imidazo[4,5-c]quinolin-1-yl)butyl]-2-methylpropanamide as an off white solid, m.p. 155.4-156.3° C. Analysis: Calculated for C20H27N5O.0.75 H2O: % C, 65.46; % H, 7.83; % N, 19.08. Found: % C, 65.84; % H, 7.87; % N, 18.73.